From a dataset of the Open Reaction Database (ORD), a public repository of structured organic reaction records. describe an organic reaction: reactants, conditions, products, and yield Starting materials: C(C1=CC=CC=C1)C1C2CC(C(N2C1=O)C(=O)OCC1=CC=CC=C1)(S(=O)CC)Cl (benzyl 6-benzyl-3-chloro-3-ethylsulphinyl-7-oxo-1-azabicyclo[3.2.0]heptane-2-carboxylate), N12CCCN=CC2CCCC1 (1,5-diazabicyclo[5.4.0]undec-5-ene). Run in C(C)(=O)OCC (ethyl acetate). Conditions: time 15 minute. Product: C(C1=CC=CC=C1)C1C2CC(=C(N2C1=O)C(=O)OCC1=CC=CC=C1)S(=O)CC (benzyl 6-benzyl-3-ethylsulphinyl-7-oxo-1-azabicyclo[3.2.0]hept-2-ene-2-carboxylate). Isolated yield 87.1%. RXN SMILES: [CH2:1]([CH:8]1[C:14](=[O:15])[N:13]2[CH:9]1[CH2:10][C:11](Cl)([S:26]([CH2:28][CH3:29])=[O:27])[CH:12]2[C:16]([O:18][CH2:19][C:20]1[CH:25]=[CH:24][CH:23]=[CH:22][CH:21]=1)=[O:17])[C:2]1[CH:7]=[CH:6][CH:5]=[CH:4][CH:3]=1.N12CCCCC1C=NCCC2>C(OCC)(=O)C>[CH2:1]([CH:8]1[C:14](=[O:15])[N:13]2[CH:9]1[CH2:10][C:11]([S:26]([CH2:28][CH3:29])=[O:27])=[C:12]2[C:16]([O:18][CH2:19][C:20]1[CH:25]=[CH:24][CH:23]=[CH:22][CH:21]=1)=[O:17])[C:2]1[CH:7]=[CH:6][CH:5]=[CH:4][CH:3]=1. Reported procedure: A solution of benzyl 6-benzyl-3-chloro-3-ethylsulphinyl-7-oxo-1-azabicyclo[3.2.0]heptane-2-carboxylate (79) (0.020 g) in ethyl acetate (2 ml) was treated with 1,5-diazabicyclo[5.4.0]undec-5-ene (0.0069 g). It was stirred for 15 mins. at room temperature and then the solution was washed with brine and dried over sodium sulphate. Concentration of the solution gave benzyl 6-benzyl-3-ethylsulphinyl-7-oxo-1-azabicyclo[3.2.0]hept-2-ene-2-carboxylate (80) (0.016 g) as a colourless gum; νmax (CHCl3) 299...